Task: describe an organic reaction: reactants, conditions, products, and yield. Dataset: the Open Reaction Database (ORD), a public repository of structured organic reaction records Starting materials: CCO, [H][H], N, COCC1OC(n2cnc3c(NCC(c4ccccc4)c4ccccc4)nc(C#N)nc32)C(O)C1O. The product is COCC1OC(n2cnc3c(NCC(c4ccccc4)c4ccccc4)nc(CN)nc32)C(O)C1O. As a reaction SMILES: [CH3:40][CH2:41][OH:42].[H:38][H:39].[NH3:37].[OH:1][CH:2]1[CH:3]([n:11]2[c:12]3[n:13][c:14]([C:35]#[N:36])[n:15][c:16]([NH:20][CH2:21][CH:22]([c:23]4[cH:24][cH:25][cH:26][cH:27][cH:28]4)[c:29]4[cH:30][cH:31][cH:32][cH:33][cH:34]4)[c:17]3[n:18][cH:19]2)[O:4][CH:5]([CH2:8][O:9][CH3:10])[CH:6]1[OH:7]>>[OH:1][CH:2]1[CH:3]([n:11]2[c:12]3[n:13][c:14]([CH2:35][NH2:36])[n:15][c:16]([NH:20][CH2:21][CH:22]([c:23]4[cH:24][cH:25][cH:26][cH:27][cH:28]4)[c:29]4[cH:30][cH:31][cH:32][cH:33][cH:34]4)[c:17]3[n:18][cH:19]2)[O:4][CH:5]([CH2:8][O:9][CH3:10])[CH:6]1[OH:7]. Reactants: N1C(C2(C3=CC=CC=C13)COC1=CC3=C(OCCO3)C=C12)=O (2,3-dihydrospiro[furo[2,3-g][1,4]benzodioxine-8,3′-indol]-2′(1′H)-one), BrCCCCC (1-bromopentane), N1C([C@]2(C3=CC=CC=C13)COC1=CC3=C(OCCO3)C=C12)=O ((S)-2,3-dihydrospiro[furo[2,3-g][1,4]benzodioxine-8,3′-indol]-2′(1′H)-one), BrCCCCOC (1-bromo-4-methoxybutane). The product is COCCCCN1C(C2(C3=CC=CC=C13)COC1=CC3=C(OCOC3)C=C12)=O (1′-(4-methoxybutyl)-2,3-dihydrospiro[furo[2,3-g][1,3]benzodioxine-8,3′-indol]-2′(1′H)-one). RXN SMILES: [NH:1]1[C:9]2[C:4](=[CH:5][CH:6]=[CH:7][CH:8]=2)[C:3]2([C:21]3[C:12](=[CH:13][C:14]4OCC[O:16][C:15]=4[CH:20]=3)[O:11][CH2:10]2)[C:2]1=[O:22].N1C2[C:26](=[CH:27]C=CC=2)[C@@:25]2(C3[C:34](=CC4OCCOC=4C=3)[O:33][CH2:32]2)C1=O.BrCCC[CH2:49][O:50][CH3:51].BrCCCCC>>[CH3:34][O:33][CH2:32][CH2:25][CH2:26][CH2:27][N:1]1[C:9]2[C:4](=[CH:5][CH:6]=[CH:7][CH:8]=2)[C:3]2([C:21]3[C:12](=[CH:13][C:14]4[CH2:51][O:50][CH2:49][O:16][C:15]=4[CH:20]=3)[O:11][CH2:10]2)[C:2]1=[O:22]. Reported procedure: Following the procedure as described in EXAMPLE 7.3 and making non-critical variations using 2,3-dihydrospiro[furo[2,3-g][1,4]benzodioxine-8,3′-indol]-2′(1′H)-one to replace (S)-2,3-dihydrospiro[furo[2,3-g][1,4]benzodioxine-8,3′-indol]-2′(1′H)-one, and 1-bromo-4-methoxybutane to replace 1-bromopentane, 1′-(4-methoxybutyl)-2,3-dihydrospiro[furo[2,3-g][1,3]benzodioxine-8,3′-indol]-2′(1′H)-one was obtained (93%) as a colorless solid: 1H NMR (300 MHz, CDCl3) δ 7.30-6.86 (m, 4H), 6.45 (s, 1H), 6.18 (... Starting materials: ClC=1N(C2=CC=CC=C2C1C=O)C1=CC=CC=C1 (2-Chloro-1-phenyl-1H-indole-3-carboxaldehyde), N1CCNCCNC1 ([1,4,7]triazocane). The product is C1(=CC=CC=C1)N1C(=C(C2=CC=CC=C12)C=O)N1CCNCCNC1 (1-phenyl-2-[1,4,7]triazocan-1-yl-1H-indole-3-carboxaldehyde). Isolated yield 37.0%. Reaction SMILES: Cl[C:2]1[N:3]([C:13]2[CH:18]=[CH:17][CH:16]=[CH:15][CH:14]=2)[C:4]2[C:9]([C:10]=1[CH:11]=[O:12])=[CH:8][CH:7]=[CH:6][CH:5]=2.[NH:19]1[CH2:26][NH:25][CH2:24][CH2:23][NH:22][CH2:21][CH2:20]1>>[C:13]1([N:3]2[C:4]3[C:9](=[CH:8][CH:7]=[CH:6][CH:5]=3)[C:10]([CH:11]=[O:12])=[C:2]2[N:19]2[CH2:26][NH:25][CH2:24][CH2:23][NH:22][CH2:21][CH2:20]2)[CH:18]=[CH:17][CH:16]=[CH:15][CH:14]=1. Reported procedure: 2-Chloro-1-phenyl-1H-indole-3-carboxaldehyde is reacted with [1,4,7]triazocane as described in Example 1 to afford 1-phenyl-2-[1,4,7]triazocan-1-yl-1H-indole-3-carboxaldehyde (37% yield) as a yellow solid. LC/MS: 321 (M+H—H2O); RT 2.96 min; NMR (CDCl3): 7.37 (1H, d), 7.18-7.30 (3H, m), 7.13 (1H, t), 6.97 (2H, d), 6.90 (1H, t), 6.79 (1H, t), 2.76-3.10 (12H, m).